This data is from the Open Reaction Database (ORD), a public repository of structured organic reaction records. The task is: describe an organic reaction: reactants, conditions, products, and yield Reactants: CC(C)(C)N(C(=O)[O-])C1CCN(CCN2C(=O)COc3ccc(OC(F)(F)F)cc32)CC1, N#Cc1ccc2ccc(=O)n(CCN3CCC(N)CC3)c2c1. Product: NC1CCN(CCN2C(=O)COc3ccc(OC(F)(F)F)cc32)CC1. As a reaction SMILES: [C:1]([N:5]([C:2](=[O:3])[O-:4])[CH:9]1[CH2:10][CH2:11][N:12]([CH2:15][CH2:16][N:17]2[C:18](=[O:32])[CH2:19][O:20][c:21]3[c:22]2[cH:23][c:24]([O:27][C:28]([F:29])([F:30])[F:31])[cH:25][cH:26]3)[CH2:13][CH2:14]1)([CH3:6])([CH3:7])[CH3:8].[NH2:33][CH:34]1[CH2:35][CH2:36][N:37]([CH2:38][CH2:39][n:40]2[c:41]3[c:42]([cH:43][cH:44][c:45]([C:46]#[N:47])[cH:48]3)[cH:49][cH:50][c:51]2=[O:52])[CH2:53][CH2:54]1>>[NH2:5][CH:9]1[CH2:10][CH2:11][N:12]([CH2:15][CH2:16][N:17]2[C:18](=[O:32])[CH2:19][O:20][c:21]3[c:22]2[cH:23][c:24]([O:27][C:28]([F:29])([F:30])[F:31])[cH:25][cH:26]3)[CH2:13][CH2:14]1. The reactants are ON\C(\C1=CC=C2C(=CNC2=C1)CCC(=O)OCC)=N/[H] (Ethyl 3-{6-[(Z)-(hydroxyamino)(imino)methyl]-1H-indol-3-yl}propanoate), CCN=C=NCCCN(C)C (EDCI), C=1C=CC2=C(C1)N=NN2O (HOBT), ClC=1C=C(C=NC1OC(C)C)C(=O)O (5-chloro-6-[(1-methylethyl)oxy]-3-pyridinecarboxylic acid), CCCC[N+](CCCC)(CCCC)CCCC.[F-] (TBAF). The solvent is C1CCOC1 (THF), C1CCOC1 (THF). Run at time 30 minute. Product: ClC=1C=C(C=NC1OC(C)C)C1=NC(=NO1)C1=CC=C2C(=CNC2=C1)CCC(=O)OCC (Ethyl 3-[6-(5-{5-chloro-6-[(1-methylethyl)oxy]-3-pyridinyl}-1,2,4-oxadiazol-3-yl)-1H-indol-3-yl]propanoate). Yield: 73.5%. As a reaction SMILES: CCN=C=NCCCN(C)C.C1C=CC2N(O)N=NC=2C=1.[Cl:22][C:23]1[CH:24]=[C:25]([C:33]([OH:35])=O)[CH:26]=[N:27][C:28]=1[O:29][CH:30]([CH3:32])[CH3:31].O[NH:37]/[C:38](=[N:55]\[H])/[C:39]1[CH:47]=[C:46]2[C:42]([C:43]([CH2:48][CH2:49][C:50]([O:52][CH2:53][CH3:54])=[O:51])=[CH:44][NH:45]2)=[CH:41][CH:40]=1.CCCC[N+](CCCC)(CCCC)CCCC.[F-]>C1COCC1>[Cl:22][C:23]1[CH:24]=[C:25]([C:33]2[O:35][N:55]=[C:38]([C:39]3[CH:47]=[C:46]4[C:42]([C:43]([CH2:48][CH2:49][C:50]([O:52][CH2:53][CH3:54])=[O:51])=[CH:44][NH:45]4)=[CH:41][CH:40]=3)[N:37]=2)[CH:26]=[N:27][C:28]=1[O:29][CH:30]([CH3:31])[CH3:32] |f:4.5|. Procedure details: EDCI (356 mg) and HOBT (306 mg) were added to a solution of 5-chloro-6-[(1-methylethyl)oxy]-3-pyridinecarboxylic acid (200 mg) in THF (5 mL) at RT. The resulting solution was stirred for 30 mins. Ethyl 3-{6-[(Z)-(hydroxyamino)(imino)methyl]-1H-indol-3-yl}propanoate (D107) (383 mg) in THF (5 mL) was added and the reaction mixture was stirred at RT for 2 hours. TBAF (970 mg) was then added. The reaction vessel was sealed and heated in Biotage Initiator using initial normal to 120° C. for 90 mins. ... Reactants: C(#N)C1=CC=C(C=2C=C(OC21)C)NC(C(C)(C)C)=O (N-(7-Cyano-2-methyl-benzofuran-4-yl)-2,2-dimethylpropionamide), Cl.NC1=CC=C(C=2CCCCC12)C#N (4-Amino-5,6,7,8-tetrahydronaphthalene-1-carbonitrile, hydrochloride salt), O[C@@H]1CCN2C(N(C([C@@H]21)=O)C2=CC=C(C=1CCCCC21)C#N)=O ((7R,7aS)-4-(7-Hydroxy-1,3-dioxotetrahydropyrrolo[1,2-c]imidazol-2-yl)-5,6,7,8-tetrahydronaphthalene-1-carbonitrile). Procedure details: The title compound was prepared from compound 10E by procedures analogous to those described in Experiment 2 (2D to 2F). HPLC: 99% at 4.2 min (retention time) (Conditions: Zorbax SB C18 (4.6×75 mm); Eluted with 0% to 100% B, 8 min gradient. (A=90% H2O-10% MeOH-0.1% H3PO4 and B=10% H2O-90% MeOH-0.1% H3PO4); Flow rate at 2.5 mL/min. UV detection at 220 nm). Chiral HPLC: retention time=10.99 min (99%); Conditions: OD (4.6×250 mm); Eluted with 25% isopropanol in hexane for 30 min at 1 mL/min. MS (ES... As a reaction SMILES: C(C1C2[O:10]C(C)=CC=2C(NC(=O)C(C)(C)C)=CC=1)#N.Cl.NC1C2CCCCC=2C(C#N)=CC=1.[OH:34][C@H:35]1[C@@H:42]2[N:38]([C:39](=[O:56])[N:40]([C:44]3[C:53]4[CH2:52][CH2:51][CH2:50]C[C:48]=4[C:47]([C:54]#[N:55])=[CH:46][CH:45]=3)[C:41]2=[O:43])[CH2:37][CH2:36]1>>[OH:34][C@H:35]1[C@@H:42]2[N:38]([C:39](=[O:56])[N:40]([C:44]3[C:53]4[CH:52]=[C:51]([CH3:50])[O:10][C:48]=4[C:47]([C:54]#[N:55])=[CH:46][CH:45]=3)[C:41]2=[O:43])[CH2:37][CH2:36]1 |f:1.2|. Yields the product O[C@@H]1CCN2C(N(C([C@@H]21)=O)C2=CC=C(C1=C2C=C(O1)C)C#N)=O ((7R,7aS)-4-(7-Hydroxy-1,3-dioxotetrahydropyrrolo[1,2-c]imidazol-2-yl)-2-methylbenzofuran-7-carbonitrile). The product is C(C)OP(OCC)(=O)CCCC=C ((4-pentenyl)phosphonic acid diethyl ester). Starting materials: P(OCC)(OCC)OCC (Triethyl phosphite), ICCCC=C (1-iodo-4-pentene). RXN SMILES: [P:1]([O:8][CH2:9][CH3:10])([O:5][CH2:6][CH3:7])[O:2]CC.I[CH2:12][CH2:13][CH2:14][CH:15]=[CH2:16]>>[CH2:9]([O:8][P:1]([CH2:16][CH2:15][CH2:14][CH:13]=[CH2:12])(=[O:2])[O:5][CH2:6][CH3:7])[CH3:10]. Procedure: 1H NMR (CDCl3) δ=5.8 (m, 1H), 5.0 (m, 2H), 3.2 (t, 2H), 2.2 (sq, 2H), 1.8 (sq, 2H). Triethyl phosphite (400 mL, 2.3 mol, 3.5 eq.) was added to the 1-iodo-4-pentene, and the mixture was heated to 130° C. for three hours. Diethyl ethyl phosphonate was removed by fractional vacuum distillation, revealing the desired 4-pentenyl phosphonic acid diethyl ester which was used without further purification. 1H NMR (CDCl3) δ=5.7 (m, 1H), 4.8 (m, 2H), 4.0 (m, 4H), 2.0 (sq, 2H), 1.7 (m, 4H), 1.2 (t, 6H). 31P... Reaction conditions: temperature 130 celsius. The reactants are Brc1ccc(C2OCCO2)cc1, [Li]CCCC, C1CCOC1, CON(C)C(=O)Cc1cccs1. The product is O=C(Cc1cccs1)c1ccc(C2OCCO2)cc1. As a reaction SMILES: [Br:1][c:2]1[cH:3][cH:4][c:5]([CH:8]2[O:9][CH2:10][CH2:11][O:12]2)[cH:6][cH:7]1.[CH2:13]([Li:14])[CH2:15][CH2:16][CH3:17].[CH2:30]1[O:31][CH2:32][CH2:33][CH2:34]1.[CH3:18][O:19][N:20]([C:21]([CH2:22][c:23]1[s:24][cH:25][cH:26][cH:27]1)=[O:28])[CH3:29]>>[c:2]1([C:21]([CH2:22][c:23]2[s:24][cH:25][cH:26][cH:27]2)=[O:28])[cH:3][cH:4][c:5]([CH:8]2[O:9][CH2:10][CH2:11][O:12]2)[cH:6][cH:7]1. The reactants are NC(c1ccc(Cl)cc1)c1ccc(Cl)cc1, O=C(O)CNC(=O)CCc1ccccc1. Yields the product O=C(CCc1ccccc1)NCC(=O)NC(c1ccc(Cl)cc1)c1ccc(Cl)cc1. RXN SMILES: [Cl:1][c:2]1[cH:3][cH:4][c:5]([CH:8]([c:9]2[cH:10][cH:11][c:12]([Cl:15])[cH:13][cH:14]2)[NH2:16])[cH:6][cH:7]1.[c:17]1([CH2:23][CH2:24][C:25](=[O:26])[NH:27][CH2:28][C:29](=[O:30])[OH:31])[cH:18][cH:19][cH:20][cH:21][cH:22]1>>[Cl:1][c:2]1[cH:3][cH:4][c:5]([CH:8]([c:9]2[cH:10][cH:11][c:12]([Cl:15])[cH:13][cH:14]2)[NH:16][C:29]([CH2:28][NH:27][C:25]([CH2:24][CH2:23][c:17]2[cH:18][cH:19][cH:20][cH:21][cH:22]2)=[O:26])=[O:30])[cH:6][cH:7]1. The reactants are CC(c1ccc(Br)cc1)N1CCC(CCCO)(c2ccc(F)cc2)OC1=O, OB(O)c1ccccn1. The product is CC(c1ccc(-c2ccccn2)cc1)N1CCC(CCCO)(c2ccc(F)cc2)OC1=O. RXN SMILES: [Br:1][c:2]1[cH:3][cH:4][c:5]([CH:8]([CH3:9])[N:10]2[C:11](=[O:27])[O:12][C:13]([CH2:16][CH2:17][CH2:18][OH:19])([c:20]3[cH:21][cH:22][c:23]([F:26])[cH:24][cH:25]3)[CH2:14][CH2:15]2)[cH:6][cH:7]1.[n:28]1[c:29]([B:34]([OH:35])[OH:36])[cH:30][cH:31][cH:32][cH:33]1>>[c:2]1(-[c:29]2[n:28][cH:33][cH:32][cH:31][cH:30]2)[cH:3][cH:4][c:5]([CH:8]([CH3:9])[N:10]2[C:11](=[O:27])[O:12][C:13]([CH2:16][CH2:17][CH2:18][OH:19])([c:20]3[cH:21][cH:22][c:23]([F:26])[cH:24][cH:25]3)[CH2:14][CH2:15]2)[cH:6][cH:7]1. Starting materials: C[Si]([Si](C)(C)C)(C)C.[Li] (lithium hexamethyl disilane), O.NN (Hydrazine monohydrate), S1C2=C(C=C1)C(CC2)=O (5,6-Dihydro-cyclopenta[b]thiophen-4-one), FC1=CC(=CC=C1)N=C=S (1-Fluoro-3-isothiocyanato-benzene). The solvent is C(C)(=O)O (acetic acid), C1CCOC1 (THF), O (water). Conditions: time 8 hour. Product: S1C=2CC3=C(C2C=C1)NN=C3NC3=CC(=CC=C3)F ((4,7-Dihydro-1-thia-4,5-diaza-cyclopenta[a]pentalen-6-yl)-(3-fluoro-phenyl)-amine). Yield: 33.0%. RXN SMILES: [S:1]1[CH:5]=[CH:4][C:3]2[C:6](=O)[CH2:7][CH2:8][C:2]1=2.[F:10][C:11]1[CH:16]=[CH:15][CH:14]=[C:13]([N:17]=[C:18]=S)[CH:12]=1.C[Si](C)(C)[Si](C)(C)C.[Li].O.[NH2:30][NH2:31]>C1COCC1.O.C(O)(=O)C>[S:1]1[CH:5]=[CH:4][C:3]2[C:6]3[NH:30][N:31]=[C:18]([NH:17][C:13]4[CH:14]=[CH:15][CH:16]=[C:11]([F:10])[CH:12]=4)[C:7]=3[CH2:8][C:2]1=2 |f:2.3,4.5,^1:27|. Reported procedure: A mixture of 5,6-Dihydro-cyclopenta[b]thiophen-4-one (1.0 g, 7.4 mmol) and 1-Fluoro-3-isothiocyanato-benzene (1.5 g, 7.2 mmol) in THF (2.0 mL) was added to lithium hexamethyl disilane (7.0 mL, 7.2 mmol) dropwise at room temperature. The reaction mixture was stirred for 8 hr. Hydrazine monohydrate (0.4 mL, 7.9 mmol) and glacial acetic acid (0.5 mL) were added to the reaction mixture, which was then heated at the reflux temperature for 24 hr. The resulting mixture was added to water (30 mL) and th...